This data is from the Open Reaction Database (ORD), a public repository of structured organic reaction records. The task is: describe an organic reaction: reactants, conditions, products, and yield Reactants: CC(CN1CCCC1)(C)N1C=NC(=C1)NC(C(CCC)N)=O (2-Amino-pentanoic acid [1-(1,1-dimethyl-2-pyrrolidin-1-yl-ethyl)-1H-imidazol-4-yl]-amide), FC=1C=C2CCC(CC2=C(C1)F)=O (6,8-Difluoro-3,4-dihydro-1H-naphthalen-2-one). Product: CC(CN1CCCC1)(C)N1C=NC(=C1)NC(C(CCC)NC1CC2=C(C=C(C=C2CC1)F)F)=O (2-(6,8-Difluoro-1,2,3,4-tetrahydro-naphthalen-2-ylamino)-pentanoic acid [1-(1,1-dimethyl-2-pyrrolidin-1-yl-ethyl)-1H-imidazol-4-yl]-amide). RXN SMILES: [CH3:1][C:2]([N:10]1[CH:14]=[C:13]([NH:15][C:16](=[O:22])[CH:17]([NH2:21])[CH2:18][CH2:19][CH3:20])[N:12]=[CH:11]1)([CH3:9])[CH2:3][N:4]1[CH2:8][CH2:7][CH2:6][CH2:5]1.[F:23][C:24]1[CH:25]=[C:26]2[C:31](=[C:32]([F:34])[CH:33]=1)[CH2:30][C:29](=O)[CH2:28][CH2:27]2>>[CH3:1][C:2]([N:10]1[CH:14]=[C:13]([NH:15][C:16](=[O:22])[CH:17]([NH:21][CH:29]2[CH2:28][CH2:27][C:26]3[C:31](=[C:32]([F:34])[CH:33]=[C:24]([F:23])[CH:25]=3)[CH2:30]2)[CH2:18][CH2:19][CH3:20])[N:12]=[CH:11]1)([CH3:9])[CH2:3][N:4]1[CH2:8][CH2:7][CH2:6][CH2:5]1. Reported procedure: 2-Amino-pentanoic acid [1-(1,1-dimethyl-2-pyrrolidin-1-yl-ethyl)-1H-imidazol-4-yl]-amide was reacted with 6,8-Difluoro-3,4-dihydro-1H-naphthalen-2-one to provide the title compound: C13 NMR (100 MHz, CDCl3) 14.2, 19.5, 19.6, 24.3, 26.6, 26.7, 28.2, 28.3, 28.8, 28.9, 29.7, 29.8, 36.6, 36.6, 52.1, 52.6, 56.0, 59.1, 59.1, 60.2, 60.8, 67.3, 100.8, 101.1, 101.3, 104.8, 110.5, 110.7, 131.1, 137.4, 172.2, 172.4; MS m/z 474.3 (M+1). The reactants are CC1(c2cc(N)ccc2F)N=C(N)OCC1(F)F, O=C(O)c1ccco1. The product is CC1(c2cc(NC(=O)c3ccco3)ccc2F)N=C(N)OCC1(F)F. RXN SMILES: [NH2:1][c:2]1[cH:3][cH:4][c:5]([F:18])[c:6]([C:8]2([CH3:17])[N:9]=[C:10]([NH2:16])[O:11][CH2:12][C:13]2([F:14])[F:15])[cH:7]1.[OH:19][C:20](=[O:21])[c:22]1[cH:23][cH:24][cH:25][o:26]1>>[NH:1]([c:2]1[cH:3][cH:4][c:5]([F:18])[c:6]([C:8]2([CH3:17])[N:9]=[C:10]([NH2:16])[O:11][CH2:12][C:13]2([F:14])[F:15])[cH:7]1)[C:20](=[O:19])[c:22]1[cH:23][cH:24][cH:25][o:26]1. Reactants: Br[Mg]C#C (bromo(ethynyl)magnesium), O=C1CC(C1)C(=O)OCC (ethyl 3-oxocyclobutane-1-carboxylate). The solvent is O1CCCC1 (tetrahydrofuran). Conditions: temperature -70 celsius, time 15 minute. Yields the product C(#C)C1(CC(C1)C(=O)OCC)O ((±)-Ethyl 3-ethynyl-3-hydroxycyclobutane-1-carboxylate). RXN SMILES: Br[Mg][C:3]#[CH:4].[O:5]=[C:6]1[CH2:9][CH:8]([C:10]([O:12][CH2:13][CH3:14])=[O:11])[CH2:7]1>O1CCCC1>[C:3]([C:6]1([OH:5])[CH2:9][CH:8]([C:10]([O:12][CH2:13][CH3:14])=[O:11])[CH2:7]1)#[CH:4]. Reported procedure: This compound was prepared according to a procedure similar to that described in Procedure A. To a 100-mL 3-necked round-bottom flask purged and maintained with an inert atmosphere of nitrogen, was placed bromo(ethynyl)magnesium (0.5M in THF, 50 mL, 1.20 equiv). This was followed by the addition of a solution of ethyl 3-oxocyclobutane-1-carboxylate (3.0 g, 21.10 mmol, 1.00 equiv) in tetrahydrofuran (3 mL) dropwise with stirring at −70° C. in 15 min. The resulting solution was stirred for 30 min ... Starting materials: [N+](=O)([O-])C1=C(C(=O)C(C(=O)C2=CC=CC=C2)C(C)=O)C=CC(=C1)C(F)(F)F (2-(2-nitro-4-trifluoromethylbenzoyl)-1-phenylbutan-1,3-dione), S(O)(O)(=O)=O (sulphuric acid), O (water), resultant solution. Run in C(C)O (ethanol), C(C)O (ethanol). Run at temperature 100 celsius. Yields the product [N+](=O)([O-])C1=C(C=CC(=C1)C(F)(F)F)C(CC(=O)C1=CC=CC=C1)=O (1-(2-nitro-4-trifluoromethylphenyl)-3-phenylpropan-1,3-dione). The yield is 77.3%. Reaction SMILES: [N+:1]([C:4]1[CH:23]=[C:22]([C:24]([F:27])([F:26])[F:25])[CH:21]=[CH:20][C:5]=1[C:6]([CH:8](C(=O)C)[C:9]([C:11]1[CH:16]=[CH:15][CH:14]=[CH:13][CH:12]=1)=[O:10])=[O:7])([O-:3])=[O:2].S(=O)(=O)(O)O.O>C(O)C>[N+:1]([C:4]1[CH:23]=[C:22]([C:24]([F:25])([F:26])[F:27])[CH:21]=[CH:20][C:5]=1[C:6](=[O:7])[CH2:8][C:9]([C:11]1[CH:12]=[CH:13][CH:14]=[CH:15][CH:16]=1)=[O:10])([O-:3])=[O:2]. Procedure: A solution of 2-(2-nitro-4-trifluoromethylbenzoyl)-1-phenylbutan-1,3-dione (28.5 g) in ethanol (300 ml) was added to a mixture of concentrated sulphuric acid (225 ml) and ethanol (225 ml). The resultant solution was stirred and heated at 100° C. for 1 hour. The cooled solution was poured onto a mixture of ice and water (2 l) and extracted with dichloromethane (3×250 ml). The combined organic layers were washed with water (2×100 ml), dried (anhydrous sodium sulphate) and filtered. The filtrate wa... Yields the product CCOC(=O)C1(c2ccc(-c3ccc(-c4onc(C)c4NC(=O)OC(C)C4CCC4)cc3)cc2)CC1. The reactants are CCOC(=O)C1(c2ccc(B3OC(C)(C)C(C)(C)O3)cc2)CC1, Cc1noc(-c2ccc(Br)cc2)c1NC(=O)OC(C)C1CCC1. RXN SMILES: [CH2:24]([CH3:25])[O:26][C:27](=[O:28])[C:29]1([c:32]2[cH:33][cH:34][c:35]([B:38]3[O:39][C:40]([CH3:41])([CH3:42])[C:43]([CH3:44])([CH3:45])[O:46]3)[cH:36][cH:37]2)[CH2:30][CH2:31]1.[CH:1]1([CH:5]([CH3:6])[O:7][C:8]([NH:9][c:10]2[c:11]([CH3:22])[n:12][o:13][c:14]2-[c:15]2[cH:16][cH:17][c:18]([Br:21])[cH:19][cH:20]2)=[O:23])[CH2:2][CH2:3][CH2:4]1>>[CH:1]1([CH:5]([CH3:6])[O:7][C:8]([NH:9][c:10]2[c:11]([CH3:22])[n:12][o:13][c:14]2-[c:15]2[cH:16][cH:17][c:18](-[c:35]3[cH:34][cH:33][c:32]([C:29]4([C:27]([O:26][CH2:24][CH3:25])=[O:28])[CH2:30][CH2:31]4)[cH:37][cH:36]3)[cH:19][cH:20]2)=[O:23])[CH2:2][CH2:3][CH2:4]1. The reactants are NC=1C(=CC(=CC1)O)C (4-Amino-m-cresol), C(C)(=O)C1=NC(=CC=C1)C(C)=O (2,6-diacetylpyridine). Reagents/catalysts: C(=O)O (formic acid). The solvent is CO (methanol). Conditions: time 2 day. The product is OC1=CC(=C(C=C1)N=C(C)C1=NC(=CC=C1)C(C)=NC1=C(C=C(C=C1)O)C)C (2,6-Bis-[1-(4-hydroxy-2-methylphenylimino)ethyl]pyridine). RXN SMILES: [NH2:1][C:2]1[C:3]([CH3:9])=[CH:4][C:5]([OH:8])=[CH:6][CH:7]=1.[C:10]([C:13]1[CH:18]=[CH:17][CH:16]=[C:15]([C:19](=O)[CH3:20])[N:14]=1)(=O)[CH3:11]>CO.C(O)=O>[OH:8][C:5]1[CH:6]=[CH:7][C:2]([N:1]=[C:10]([C:13]2[CH:18]=[CH:17][CH:16]=[C:15]([C:19](=[N:1][C:2]3[CH:7]=[CH:6][C:5]([OH:8])=[CH:4][C:3]=3[CH3:9])[CH3:20])[N:14]=2)[CH3:11])=[C:3]([CH3:9])[CH:4]=1. Reported procedure: 4-Amino-m-cresol (450 mg) and 300 mg 2,6-diacetylpyridine were dissolved in 20 ml methanol. Four drops of formic acid were added and the solution was stirred for 2 d. The yellow solid was washed with cold methanol. Yield: 600 mg. 1H-NMR (200 MHz, CDCl3): 8.35 (d, 2H), 7.85 (t, 1H), 6.53-6.74 (6 H), 4.50 (s, 2H), 2.32 (s, 6H), 2.09 ppm (s, 6H) The reactants are C1(=CC=CC=C1)P(C1=CC=CC=2C(C3=CC=CC(=C3OC12)P(C1=CC=CC=C1)C1=CC=CC=C1)(C)C)C1=CC=CC=C1 (4,5-bis(diphenylphosphino)-9,9-dimethylxanthene), C([O-])([O-])=O.[Cs+].[Cs+] (cesium carbonate), ClC=1C=C2C(=CC(=NC2=CN1)C1=C(C=CC(=C1)F)C)C (6-chloro-2-(5-fluoro-2-methylphenyl)-4-methyl-1,7-naphthyridine), C1(CC1)C(=O)N (cyclopropanecarboxamide), O1CCOCC1 (1,4-dioxane), C1(CC1)C(=O)N (Cyclopropanecarboxamide), C1(=CC=CC=C1)P(C1=CC=CC=2C(C3=CC=CC(=C3OC12)P(C1=CC=CC=C1)C1=CC=CC=C1)(C)C)C1=CC=CC=C1 (4,5-bis(diphenylphosphino)-9,9-dimethylxanthene). The reagents and catalysts are C(C)(=O)[O-].[Pd+2].C(C)(=O)[O-] (palladium (II) acetate), C(C)(=O)[O-].[Pd+2].C(C)(=O)[O-] (palladium (II) acetate). Solvent: C(C)(=O)OCC (ethyl acetate). Reaction conditions: temperature 90 celsius. Product: FC=1C=CC(=C(C1)C1=NC2=CN=C(C=C2C(=C1)C)NC(=O)C1CC1)C (N-(2-(5-fluoro-2-methylphenyl)-4-methyl-1,7-naphthyridin-6-yl)cyclopropanecarboxamide). The yield is 74.9%. RXN SMILES: Cl[C:2]1[CH:3]=[C:4]2[C:9](=[CH:10][N:11]=1)[N:8]=[C:7]([C:12]1[CH:17]=[C:16]([F:18])[CH:15]=[CH:14][C:13]=1[CH3:19])[CH:6]=[C:5]2[CH3:20].[CH:21]1([C:24]([NH2:26])=[O:25])[CH2:23][CH2:22]1.O1CCOCC1.C1(P(C2C=CC=CC=2)C2C3OC4C(=CC=CC=4P(C4C=CC=CC=4)C4C=CC=CC=4)C(C)(C)C=3C=CC=2)C=CC=CC=1.C(=O)([O-])[O-].[Cs+].[Cs+]>C(OCC)(=O)C.C([O-])(=O)C.[Pd+2].C([O-])(=O)C>[F:18][C:16]1[CH:15]=[CH:14][C:13]([CH3:19])=[C:12]([C:7]2[CH:6]=[C:5]([CH3:20])[C:4]3[C:9](=[CH:10][N:11]=[C:2]([NH:26][C:24]([CH:21]4[CH2:23][CH2:22]4)=[O:25])[CH:3]=3)[N:8]=2)[CH:17]=1 |f:4.5.6,8.9.10|. Reported procedure: To a mixture of 6-chloro-2-(5-fluoro-2-methylphenyl)-4-methyl-1,7-naphthyridine (140.1 mg, 0.4886 mmol) and cyclopropanecarboxamide (85.9 mg, 1.01 mmol) in 1,4-dioxane (4.0 mL, 51 mmol) was added palladium (II) acetate (11.9 mg, 0.053 mmol), 4,5-bis(diphenylphosphino)-9,9-dimethylxanthene (38.8 mg, 0.067 mmol), and cesium carbonate (417.3 mg, 1.281 mmol). The reaction vial was purged with nitrogen gas and then heated at 90° C. under a nitrogen balloon for 5 hours. Cyclopropanecarboxamide (38.0 m... Reaction SMILES: [CH3:1][c:2]1[cH:3][c:4]2[c:5]([cH:11][c:12]1[CH3:13])[C:6](=[O:7])[O:8][C:9]2=[O:10].[CH3:22][C:23](=[O:24])[OH:25].[NH2:14][c:15]1[cH:16][n:17][cH:18][cH:19][cH:20]1.[OH2:21]>>[CH3:1][c:2]1[cH:3][c:4]2[c:5]([cH:11][c:12]1[CH3:13])[C:6](=[O:8])[N:14]([c:15]1[cH:16][n:17][cH:18][cH:19][cH:20]1)[C:9]2=[O:10]. Reactants: Cc1cc2c(cc1C)C(=O)OC2=O, CC(=O)O, Nc1cccnc1, O. Product: Cc1cc2c(cc1C)C(=O)N(c1cccnc1)C2=O. Reactants: CCOC(=O)c1ccc(CN)cc1, COc1cc(C=C(C(=O)O)c2ccc(F)cc2)cc(OC)c1OC, CCN=C=NCCCN(C)C, Cl, CN(C)C=O, On1nnc2ccccc21. Reaction SMILES: [CH2:25]([CH3:26])[O:27][C:28]([c:29]1[cH:30][cH:31][c:32]([CH2:35][NH2:36])[cH:33][cH:34]1)=[O:37].[CH3:1][O:2][c:3]1[cH:4][c:5]([CH:13]=[C:14]([C:15](=[O:16])[OH:17])[c:18]2[cH:19][cH:20][c:21]([F:24])[cH:22][cH:23]2)[cH:6][c:7]([O:11][CH3:12])[c:8]1[O:9][CH3:10].[CH3:39][CH2:40][N:41]=[C:42]=[N:43][CH2:44][CH2:45][CH2:46][N:47]([CH3:48])[CH3:49].[ClH:38].[O:60]=[CH:61][N:62]([CH3:63])[CH3:64].[OH:50][n:51]1[c:52]2[c:53]([cH:54][cH:55][cH:56][cH:57]2)[n:58][n:59]1>>[CH3:1][O:2][c:3]1[cH:4][c:5]([CH:13]=[C:14]([C:15](=[O:17])[NH:36][CH2:35][c:32]2[cH:31][cH:30][c:29]([C:28]([O:27][CH2:25][CH3:26])=[O:37])[cH:34][cH:33]2)[c:18]2[cH:19][cH:20][c:21]([F:24])[cH:22][cH:23]2)[cH:6][c:7]([O:11][CH3:12])[c:8]1[O:9][CH3:10]. Product: CCOC(=O)c1ccc(CNC(=O)C(=Cc2cc(OC)c(OC)c(OC)c2)c2ccc(F)cc2)cc1.